Dataset: the Open Reaction Database (ORD), a public repository of structured organic reaction records. Task: describe an organic reaction: reactants, conditions, products, and yield Starting materials: CC1=NC2=CC=CC=C2C(=C1)COC1=CC=C(C=C1)S(=O)(=O)N[C@@H]1[C@@H](CNC1)C(=O)O (cis-4-[({4-[(2-methylquinolin-4-yl)methoxy]phenyl}sulfonyl)amino]pyrrolidine-3-carboxylic acid), C(C)N=C=O (ethyl isocyanate). Product: C(C)NC(=O)N1C[C@H]([C@H](C1)NS(=O)(=O)C1=CC=C(C=C1)OCC1=CC(=NC2=CC=CC=C12)C)C(=O)O (cis-1-[(ethylamino)carbonyl]-4-[({4-[(2-methylquinolin-4-yl)methoxy]phenyl}sulfonyl)amino]pyrrolidine-3-carboxylic acid). Yield: 84.7%. As a reaction SMILES: [CH3:1][C:2]1[CH:11]=[C:10]([CH2:12][O:13][C:14]2[CH:19]=[CH:18][C:17]([S:20]([NH:23][C@H:24]3[CH2:28][NH:27][CH2:26][C@H:25]3[C:29]([OH:31])=[O:30])(=[O:22])=[O:21])=[CH:16][CH:15]=2)[C:9]2[C:4](=[CH:5][CH:6]=[CH:7][CH:8]=2)[N:3]=1.[CH2:32]([N:34]=[C:35]=[O:36])[CH3:33]>>[CH2:32]([NH:34][C:35]([N:27]1[CH2:28][C@H:24]([NH:23][S:20]([C:17]2[CH:18]=[CH:19][C:14]([O:13][CH2:12][C:10]3[C:9]4[C:4](=[CH:5][CH:6]=[CH:7][CH:8]=4)[N:3]=[C:2]([CH3:1])[CH:11]=3)=[CH:15][CH:16]=2)(=[O:21])=[O:22])[C@H:25]([C:29]([OH:31])=[O:30])[CH2:26]1)=[O:36])[CH3:33]. Reported procedure: According to the procedure of Example 17, Step 3, the reaction of 178 mg of cis-4-[({4-[(2-methylquinolin-4-yl)methoxy]phenyl}sulfonyl)amino]pyrrolidine-3-carboxylic acid (Example 21, Step 1) and 44 mg of ethyl isocyanate provided 175 mg of cis-1-[(ethylamino)carbonyl]-4-[({4-[(2-methylquinolin-4-yl)methoxy]phenyl}sulfonyl)amino]pyrrolidine-3-carboxylic acid in quantitative yield. MS: 513.2 (M+H)+ Reactants: C(=O)(Cl)Cl (phosgene), C(CCC)OC(=O)N1CCNCC1 (butoxycarbonylpiperazine), 1-t, 1-t, C(CCC)OC(=O)N1CCNCC1 (butoxycarbonylpiperazine). Solvent: C1(=CC=CC=C1)C (toluene), C1(=CC=CC=C1)C (toluene), C1(=CC=CC=C1)C (toluene). Conditions: temperature 2 celsius, time 1 hour. Product: Cl.C(CCC)OC(=O)N1CCNCC1 (butoxycarbonylpiperazine hydrochloride). As a reaction SMILES: [CH2:1]([O:5][C:6]([N:8]1[CH2:13][CH2:12][NH:11][CH2:10][CH2:9]1)=[O:7])[CH2:2][CH2:3][CH3:4].C(Cl)([Cl:16])=O>C1(C)C=CC=CC=1>[ClH:16].[CH2:1]([O:5][C:6]([N:8]1[CH2:13][CH2:12][NH:11][CH2:10][CH2:9]1)=[O:7])[CH2:2][CH2:3][CH3:4] |f:3.4|. Procedure details: 4-Chlorocarbonyl-1-t.-butoxycarbonylpiperazine can be prepared by the simultaneous additions of solutions of 1-t.-butoxycarbonylpiperazine (40.8 g.) in anhydrous toluene (200 cc.) and of phosgene (11.2 g.) in anhydrous toluene (150 cc.) to anhydrous toluene (100 cc.), the temperature being kept at about -5° C. during this operation. After stirring for 1 hour at 2° C., the 1-t.-butoxycarbonylpiperazine hydrochloride formed during the reaction is filtered off and washed twice with anhydrous toluen... Reactants: COC=1N(C(C(=C(N1)C1=CC(=CC=C1)[N+](=O)[O-])C(=O)OC(C)C)C)CCCC1=CC=CC=C1 (1,6-dihydro-2-methoxy-6-methyl-4-(3-nitrophenyl)-1-(3-phenylpropyl)-5-pyrimidinecarboxylic acid, 1-methylethyl ester), Cl (hydrochloric acid). The solvent is CO (methanol). Reaction conditions: time 8 hour. The product is CC1=C(C(N(C(N1)=O)CCCC1=CC=CC=C1)C1=CC(=CC=C1)[N+](=O)[O-])C(=O)OC(C)C (1,2,3,4-Tetrahydro-6-methyl-4-(3-nitrophenyl)-2-oxo-3-(3-phenylpropyl)-5-pyrimidinecarboxylic acid, 1-methylethyl ester). Yield: 169.6%. Reaction SMILES: C[O:2][C:3]1[N:4](CCCC2C=CC=CC=2)[CH:5]([CH3:24])[C:6]([C:18]([O:20][CH:21]([CH3:23])[CH3:22])=[O:19])=[C:7]([C:9]2[CH:14]=[CH:13][CH:12]=[C:11]([N+:15]([O-:17])=[O:16])[CH:10]=2)[N:8]=1.Cl>CO>[CH3:24][C:5]1[NH:4][C:3](=[O:2])[N:8]([CH2:5][CH2:6][CH2:7][C:9]2[CH:14]=[CH:13][CH:12]=[CH:11][CH:10]=2)[CH:7]([C:9]2[CH:14]=[CH:13][CH:12]=[C:11]([N+:15]([O-:17])=[O:16])[CH:10]=2)[C:6]=1[C:18]([O:20][CH:21]([CH3:23])[CH3:22])=[O:19]. Procedure: A solution of 1,6-dihydro-2-methoxy-6-methyl-4-(3-nitrophenyl)-1-(3-phenylpropyl)-5-pyrimidinecarboxylic acid, 1-methylethyl ester (1.96 g. 4.34 mmoles) in methanol (20 ml) was treated with 2.5 N hydrochloric acid (5 ml) and the resulting mixture was allowed to stir at room temperature overnight. A colorless solid precipitated out. Methanol was evaporated and the residue was taken up in ethyl acetate. The solution was washed with water, sodium bicarbonate solution and brine. It was dried over an... The reactants are [OH-].[Ca+2].[OH-] (calcium hydroxide), C(CC(=O)C)(=O)OC (methyl acetoacetate). Reaction conditions: time 5 hour. The product is C(CC(=O)C)(=O)OC.[Ca] (calcium methyl acetoacetate). Yield: 172.6%. RXN SMILES: [OH-].[Ca+2:2].[OH-].[C:4]([O:10][CH3:11])(=[O:9])[CH2:5][C:6]([CH3:8])=[O:7]>>[C:4]([O:10][CH3:11])(=[O:9])[CH2:5][C:6]([CH3:8])=[O:7].[Ca:2] |f:0.1.2,4.5|. Reported procedure: 444 g (6 mol) of calcium hydroxide was added to the kneader used in Comparative Example 1, and stirred. Thereafter, 1,532 g [13.2 mol, calcium hydroxide/methyl acetoacetate=1/2.2 (molar ratio)] of methyl acetoacetate was added dropwise to the kneader over 3 hours. The reaction temperature was between 36 and 58° C. After completion of the dropping, at a temperature of from 58 to 62° C., the reaction mixture was stirred and mixed for aging for 5 hours until the reaction was complete. The resulting...